Task: describe an organic reaction: reactants, conditions, products, and yield. Dataset: the Open Reaction Database (ORD), a public repository of structured organic reaction records The reactants are O (water), FC(C(=O)O)(F)F.N1C(C(=O)O)CCC1 (DL-proline trifluoroacetate), Cl.NC(=N)N (guanidine hydrochloride), C(C)(C)(C)OC(C1N(CCC1)C(=O)C1=CC=C2C(=CN=C(C2=C1)Cl)Cl)=O (N-[(1,4-Dichloro-7-isoquinolinyl)carbonyl]-DL-proline t-butyl ester). Solvent: CS(=O)C (DMSO). Reaction conditions: temperature 80 celsius, time 15 minute. Product: C(C)(C)(C)OC(C1N(CCC1)C(=O)C1=CC=C2C(=CN=C(C2=C1)NC(=N)N)Cl)=O (N-[(4-chloro-1-guanidino-7-isoquinolinyl)carbonyl]-DL-proline t-butyl ester). Isolated yield 90.6%. As a reaction SMILES: FC(F)(F)C(O)=O.N1CCCC1C(O)=O.Cl.[NH2:17][C:18]([NH2:20])=[NH:19].[C:21]([O:25][C:26](=[O:46])[CH:27]1[CH2:31][CH2:30][CH2:29][N:28]1[C:32]([C:34]1[CH:43]=[C:42]2[C:37]([C:38]([Cl:45])=[CH:39][N:40]=[C:41]2Cl)=[CH:36][CH:35]=1)=[O:33])([CH3:24])([CH3:23])[CH3:22].O>CS(C)=O>[C:21]([O:25][C:26](=[O:46])[CH:27]1[CH2:31][CH2:30][CH2:29][N:28]1[C:32]([C:34]1[CH:43]=[C:42]2[C:37]([C:38]([Cl:45])=[CH:39][N:40]=[C:41]2[NH:19][C:18]([NH2:20])=[NH:17])=[CH:36][CH:35]=1)=[O:33])([CH3:24])([CH3:22])[CH3:23] |f:0.1,2.3|. Reported procedure: N-1(4-Chloro-1-guanidino-7-isoquinolinyl)carbonyl]-DL-proline trifluoroacetate ##STR67## NaH (65 mg, 60% dispersion in mineral oil, 1.63 mmol) was added to a stirred solution of guanidine hydrochloride (154 mg, 1.61 mmol) in DMSO (5 mL) at 50° C. and the solution stirred for 15 min. N-[(1,4-Dichloro-7-isoquinolinyl)carbonyl]-DL-proline t-butyl ester (253 mg, 0.64 mmol) was added and the mixture was heated at 80° C. overnight. The mixture was poured into water (20 mL) and extracted with EtOAc (×2... Reported procedure: According to fractionating by the above three-step high performance liquid chromatography (HPLC), about 20 mg of phytocassane A, about 10 mg of phytocassane B, about 3 mg of phytocassane C and about 8 mg of phytocassane D were obtained as a single phytocassane fraction. Product: C[C@@H]1[C@@H]2CC[C@@H]3[C@@]([C@H]2C(=O)C=C1C=C)(CC(=O)[C@@H](C3(C)C)O)C (phytocassane D). Reactants: C[C@@H]1[C@@H]2CC[C@@H]3[C@@]([C@H]2C(=O)C=C1C=C)(C[C@@H](C(=O)C3(C)C)O)C (phytocassane A), C[C@@H]1[C@@H]2CC[C@@H]3[C@@]([C@H]2C(=O)C=C1C=C)([C@@H]([C@@H]([C@@H](C3(C)C)O)O)O)C (phytocassane B), C[C@@H]1[C@@H]2CC[C@@H]3[C@@]([C@H]2C(=O)C=C1C=C)([C@@H](C[C@@H](C3(C)C)O)O)C (phytocassane C). RXN SMILES: [CH3:1][C@H:2]1[C:12]([CH:13]=[CH2:14])=[CH:11][C:9](=[O:10])[C@H:8]2[C@H:3]1[CH2:4][CH2:5][C@H:6]1[C:19]([CH3:21])([CH3:20])[C:17](=[O:18])[C@@H:16]([OH:22])[CH2:15][C@@:7]12[CH3:23].C[C@H]1C(C=C)=CC(=O)[C@H]2[C@H]1CC[C@H]1C(C)(C)[C@@H](O)[C@@H](O)[C@@H](O)[C@@]12C.C[C@H]1C(C=C)=CC(=O)[C@H]2[C@H]1CC[C@H]1C(C)(C)[C@@H](O)C[C@@H](O)[C@@]12C>>[CH3:1][C@H:2]1[C:12]([CH:13]=[CH2:14])=[CH:11][C:9](=[O:10])[C@H:8]2[C@H:3]1[CH2:4][CH2:5][C@H:6]1[C:19]([CH3:21])([CH3:20])[C@@H:17]([OH:18])[C:16](=[O:22])[CH2:15][C@@:7]12[CH3:23]. Isolated yield 40.0%.